Dataset: the Open Reaction Database (ORD), a public repository of structured organic reaction records. Task: describe an organic reaction: reactants, conditions, products, and yield Reactants: alcohol, O.C1(=CC=C(C=C1)S(=O)(=O)O)C (p-toluene sulfonic acid monohydrate), BrC=1C=CC(=C(C(=O)C2=CC(=CC=C2)C)C1)O (5-bromo-2-hydroxy-3'-methylbenzophenone), BrC=1C=CC(=C(C(=O)C2=CC(=CC=C2)C)C1)O (5-bromo-2-hydroxy-3'-methylbenzophenone), C[Mg]Cl (methyl magnesium chloride), resultant mixture. Solvent: C1(=CC=CC=C1)C (toluene), O1CCCC1 (tetrahydrofuran). Reaction conditions: time 2 hour. Yields the product BrC1=CC(=C(C=C1)O)C(=C)C=1C=C(C=CC1)C (4-Bromo-2-[(1-m-tolyl)vinyl]phenol). Reaction SMILES: [Br:1][C:2]1[CH:3]=[CH:4][C:5]([OH:17])=[C:6]([CH:16]=1)[C:7]([C:9]1[CH:14]=[CH:13][CH:12]=[C:11]([CH3:15])[CH:10]=1)=O.[CH3:18][Mg]Cl.O.C1(C)C=CC(S(O)(=O)=O)=CC=1>O1CCCC1.C1(C)C=CC=CC=1>[Br:1][C:2]1[CH:3]=[CH:4][C:5]([OH:17])=[C:6]([C:7]([C:9]2[CH:10]=[C:11]([CH3:15])[CH:12]=[CH:13][CH:14]=2)=[CH2:18])[CH:16]=1 |f:2.3|. Procedure: To a cold solution (-78° C.) of 99 mg (0.3 mmol) of 5-bromo-2-hydroxy-3'-methylbenzophenone (Compound L) in 5 mL of tetrahydrofuran (under a blanket of argon) was added 1.0 mL (3.0 mmol) of methyl magnesium chloride (3M in tetrahydrofuran). With the addition, the solution turned yellowish-orange in color. The -78° C. bath was removed and the solution was allowed to warm to ambient temperature and stirred for 2 hours. The reaction mixture was concentrated in vacuo, extracted between ethyl acetate... Starting materials: C1(CC1)C1=NC=C(C=N1)N (2-cyclopropylpyrimidin-5-amine), CC1=NOC(=C1COC1=CC=C(C=C1)S(=O)(=O)Cl)C (4-{[(3,5-dimethyl-4-isoxazolyl)methyl]oxy}benzenesulfonyl chloride). Solvent: N1=CC=CC=C1 (pyridine). Run at temperature 20 celsius, time 30 minute. Product: C1(CC1)C1=NC=C(C=N1)NS(=O)(=O)C1=CC=C(C=C1)OCC=1C(=NOC1C)C (N-(2-cyclopropylpyrimidin-5-yl)-4-((3,5-dimethylisoxazol-4-yl)methoxy)benzenesulfonamide). Isolated yield 50.3%. Reaction SMILES: [CH:1]1([C:4]2[N:9]=[CH:8][C:7]([NH2:10])=[CH:6][N:5]=2)[CH2:3][CH2:2]1.[CH3:11][C:12]1[C:16]([CH2:17][O:18][C:19]2[CH:24]=[CH:23][C:22]([S:25](Cl)(=[O:27])=[O:26])=[CH:21][CH:20]=2)=[C:15]([CH3:29])[O:14][N:13]=1>N1C=CC=CC=1>[CH:1]1([C:4]2[N:9]=[CH:8][C:7]([NH:10][S:25]([C:22]3[CH:21]=[CH:20][C:19]([O:18][CH2:17][C:16]4[C:12]([CH3:11])=[N:13][O:14][C:15]=4[CH3:29])=[CH:24][CH:23]=3)(=[O:26])=[O:27])=[CH:6][N:5]=2)[CH2:3][CH2:2]1. Procedure: To a solution of 2-cyclopropylpyrimidin-5-amine (50 mg, 0.370 mmol) in pyridine (1 mL) stirred in air at room temperature was added 4-{[(3,5-dimethyl-4-isoxazolyl)methyl]oxy}benzenesulfonyl chloride (123 mg, 0.407 mmol). The reaction mixture was stirred at 20° C. for 30 minutes, to ensure dissolution and then left to stand overnight. The solvent was evaporated in vacuo to give the crude product which was purified by mass directed autoprep (formic acid modifier) to give the title product (74.5 mg... The reactants are ClC1=CC=CC=2N1N=C(N2)NC(C2=CN=CC=C2)=O (N-(5-chloro[1,2,4]triazolo[1,5-a]pyridin-2-yl)nicotinamide), CNC1CCCCC1 (N-methylcyclohexylamine), solid. Yields the product C1(CCCCC1)N(C1=CC=CC=2N1N=C(N2)NC(C2=CN=CC=C2)=O)C (N-{5-[cyclohexyl(methyl)amino][1,2,4]triazolo[1,5-a]pyridin-2-yl}nicotinamide). As a reaction SMILES: Cl[C:2]1[N:7]2[N:8]=[C:9]([NH:11][C:12](=[O:19])[C:13]3[CH:18]=[CH:17][CH:16]=[N:15][CH:14]=3)[N:10]=[C:6]2[CH:5]=[CH:4][CH:3]=1.[CH3:20][NH:21][CH:22]1[CH2:27][CH2:26][CH2:25][CH2:24][CH2:23]1>>[CH:22]1([N:21]([CH3:20])[C:2]2[N:7]3[N:8]=[C:9]([NH:11][C:12](=[O:19])[C:13]4[CH:18]=[CH:17][CH:16]=[N:15][CH:14]=4)[N:10]=[C:6]3[CH:5]=[CH:4][CH:3]=2)[CH2:27][CH2:26][CH2:25][CH2:24][CH2:23]1. Procedure: The title compound was prepared following procedure described for example 30 but starting from N-(5-chloro[1,2,4]triazolo[1,5-a]pyridin-2-yl)nicotinamide ((B4), 55 mg; 0.20 mmol; 1.0 eq.) and N-methylcyclohexylamine (1.0 mL) as an off white solid (30 mg, 43%). HPLC, Rt: 2.67 min. (purity 97.8%). LC/MS, M+(ESI): 351.4, M−(ESI): 349.4. Starting materials: CS(=O)(=O)OC[C@H]1[C@@H](C2=C(OC1(C)C)C=CC(=C2)C#N)N2C(C=C(C=C2)C(=O)OCC)=O (trans-3-methanesulfonyloxymethyl-6-cyano-3,4-dihydro-2,2-dimethyl-4-(4-ethoxycarbonyl-1,2-dihydro-2-oxo-1-pyridinyl)-2H-benzo[b]pyran), CC(C)([O-])C.[K+] (potassium t-butoxide). Run in O1CCCC1 (tetrahydrofuran). Yields the product C(#N)C1=CC2=C(OC(C=C2N2C(C=C(C=C2)C(=O)OCC)=O)(C)C)C=C1 (6-cyano-2,2-dimethyl-4-(4-ethoxycarbonyl-1,2-dihydro-2-oxo-1-pyridinyl)-2H-benzo[b]pyran). Yield: 57.3%. Reaction SMILES: CS(OC[C@@H:7]1[C:12]([CH3:14])([CH3:13])[O:11][C:10]2[CH:15]=[CH:16][C:17]([C:19]#[N:20])=[CH:18][C:9]=2[C@H:8]1[N:21]1[CH:26]=[CH:25][C:24]([C:27]([O:29][CH2:30][CH3:31])=[O:28])=[CH:23][C:22]1=[O:32])(=O)=O.CC(C)([O-])C.[K+]>O1CCCC1>[C:19]([C:17]1[CH:16]=[CH:15][C:10]2[O:11][C:12]([CH3:13])([CH3:14])[CH:7]=[C:8]([N:21]3[CH:26]=[CH:25][C:24]([C:27]([O:29][CH2:30][CH3:31])=[O:28])=[CH:23][C:22]3=[O:32])[C:9]=2[CH:18]=1)#[N:20] |f:1.2|. Procedure: In 8 ml of anhydrous tetrahydrofuran, is dissolved 250 mg of trans-3-methanesulfonyloxy-6-cyano-3,4-dihydro-2,2-dimethyl-4-(4-ethoxycarbonyl-1,2-dihydro-2-oxo-1-pyridinyl)-2H-benzo[b]pyran obtained in Example 20. Then, 112 mg of potassium t-butoxide is added at room temperature, and the resulting mixture is reacted at that temperature for 40 minutes. The reaction mixture is concentrated under reduced pressure and the residue is dissolved in methylene chloride, washed with saturated aqueous solut... Starting materials: BrCBr, C1CCOC1, CC1(C(=O)O)CCC(=O)CC1, [Cl-], [Cl-], [Cl-], [Cl-], [Cl-], [Na+], [Ti+4], [Zn]. The product is C=C1CCC(C)(C(=O)O)CC1. As a reaction SMILES: [Br:1][CH2:2][Br:3].[CH2:17]1[O:18][CH2:19][CH2:20][CH2:21]1.[CH3:4][C:5]1([C:12](=[O:13])[OH:14])[CH2:6][CH2:7][C:8](=[O:11])[CH2:9][CH2:10]1.[Cl-:16].[Cl-:22].[Cl-:23].[Cl-:24].[Cl-:25].[Na+:15].[Ti+4:26].[Zn:27]>>[CH2:2]=[C:8]1[CH2:7][CH2:6][C:5]([CH3:4])([C:12](=[O:13])[OH:14])[CH2:10][CH2:9]1. Reactants: O([N+](=O)[O-])CCN (2-nitroxyethylamine), FC=1C=C2C(=CC1)O[C@@H](C[C@]21NC(NC1=O)=O)C(=O)Cl ((2S,4S)-6-fluoro-2',5'-dioxospiro[chroman-4,4'-imidazolidine]-2-carbonyl chloride). Product: O([N+](=O)[O-])CCNC(=O)[C@H]1OC2=CC=C(C=C2[C@@]2(NC(NC2=O)=O)C1)F ((2S, 4S)-N-(2-Nitroxyethyl)-6-fluoro-2',5'-dioxospiro[chroman-4,4'-imidazolidine]-2-carboxamide). Isolated yield 82.3%. As a reaction SMILES: [O:1]([CH2:5][CH2:6][NH2:7])[N+:2]([O-:4])=[O:3].[F:8][C:9]1[CH:10]=[C:11]2[C@:18]3([C:22](=[O:23])[NH:21][C:20](=[O:24])[NH:19]3)[CH2:17][C@@H:16]([C:25](Cl)=[O:26])[O:15][C:12]2=[CH:13][CH:14]=1>>[O:1]([CH2:5][CH2:6][NH:7][C:25]([C@@H:16]1[CH2:17][C@@:18]2([C:22](=[O:23])[NH:21][C:20](=[O:24])[NH:19]2)[C:11]2[C:12](=[CH:13][CH:14]=[C:9]([F:8])[CH:10]=2)[O:15]1)=[O:26])[N+:2]([O-:4])=[O:3]. Procedure details: The procedure similar to that as described in Example 8 was carried out with use of 2-nitroxyethylamine and (2S,4S)-6-fluoro-2',5'-dioxospiro[chroman-4,4'-imidazolidine]-2-carbonyl chloride (Reference Example 1) to give the desired compound. Starting materials: O=C([O-])[O-], CS(C)=O, CCOC(C)=O, CC(C)(C)OC(=O)N1CCC(c2cc(Cl)ccc2O)CC1, CC(C)(C)OC(=O)N(c1cscn1)S(=O)(=O)c1cc(Cl)c(F)cc1F, [K+], [K+], O, O=C(O)CC(O)(CC(=O)O)C(=O)O. Yields the product CC(C)(C)OC(=O)N1CCC(c2cc(Cl)ccc2Oc2cc(F)c(S(=O)(=O)N(C(=O)OC(C)(C)C)c3cscn3)cc2Cl)CC1. RXN SMILES: [C:22](=[O:23])([O-:24])[O-:25].[CH3:66][S:67](=[O:68])[CH3:69].[CH3:70][CH2:71][O:72][C:73](=[O:74])[CH3:75].[Cl:1][c:2]1[cH:3][cH:4][c:5]([OH:21])[c:6]([CH:8]2[CH2:9][CH2:10][N:11]([C:14](=[O:15])[O:16][C:17]([CH3:18])([CH3:19])[CH3:20])[CH2:12][CH2:13]2)[cH:7]1.[Cl:28][c:29]1[c:30]([F:52])[cH:31][c:32]([F:51])[c:33]([S:35](=[O:36])(=[O:37])[N:38]([C:39]([O:40][C:41]([CH3:42])([CH3:43])[CH3:44])=[O:45])[c:46]2[n:47][cH:48][s:49][cH:50]2)[cH:34]1.[K+:26].[K+:27].[OH2:76].[OH:53][C:54]([CH2:55][C:56]([C:57](=[O:58])[OH:59])([CH2:60][C:61](=[O:62])[OH:63])[OH:64])=[O:65]>>[Cl:1][c:2]1[cH:3][cH:4][c:5]([O:21][c:30]2[c:29]([Cl:28])[cH:34][c:33]([S:35](=[O:36])(=[O:37])[N:38]([C:39]([O:40][C:41]([CH3:42])([CH3:43])[CH3:44])=[O:45])[c:46]3[n:47][cH:48][s:49][cH:50]3)[c:32]([F:51])[cH:31]2)[c:6]([CH:8]2[CH2:9][CH2:10][N:11]([C:14](=[O:15])[O:16][C:17]([CH3:18])([CH3:19])[CH3:20])[CH2:12][CH2:13]2)[cH:7]1.